The task is: describe an organic reaction: reactants, conditions, products, and yield. This data is from the Open Reaction Database (ORD), a public repository of structured organic reaction records. Yields the product C1(CCCC1)OC=1C=C(C=CC1OC)CCCCCCC(=O)OC (Methyl 7-(3-cyclopentoxy-4-methoxyphenyl)-n-heptanoate). Reported procedure: To a solution of 0.52 g (1.58 mmol) of methyl 7-(3-cyclopentoxy-4-methoxyphenyl)-2,4,6-E,E,E-heptatrienoate in 100 mL of methanol is added 0.05 g of 5% palladium on carbon black. The suspension is shaken under a 50 psi atmosphere of hydrogen for 16 hours after which time the excess gas is dissociated and the solution is filtered over Celite 545. The mixture is concentrated to dryness followed by liquid chromatography of the crude product over 100 g of silica gel eluting with 7.5% ethyl acetate i... Reagents/catalysts: [Pd] (palladium on carbon). The reactants are C1(CCCC1)OC=1C=C(C=CC1OC)/C=C/C=C/C=C/C(=O)OC (methyl 7-(3-cyclopentoxy-4-methoxyphenyl)-2,4,6-E,E,E-heptatrienoate), [H][H] (hydrogen). Reaction SMILES: [CH:1]1([O:6][C:7]2[CH:8]=[C:9](/[CH:15]=[CH:16]/[CH:17]=[CH:18]/[CH:19]=[CH:20]/[C:21]([O:23][CH3:24])=[O:22])[CH:10]=[CH:11][C:12]=2[O:13][CH3:14])[CH2:5][CH2:4][CH2:3][CH2:2]1.[H][H]>CO.[Pd]>[CH:1]1([O:6][C:7]2[CH:8]=[C:9]([CH2:15][CH2:16][CH2:17][CH2:18][CH2:19][CH2:20][C:21]([O:23][CH3:24])=[O:22])[CH:10]=[CH:11][C:12]=2[O:13][CH3:14])[CH2:2][CH2:3][CH2:4][CH2:5]1. Run in CO (methanol). The reactants are Eudragit E100, [Na+].[Cl-] (NaCl), CC(=C)C(=O)OC (Eudragit), Eudragit RS100 triacetin, NC1=CC=C(C(C(=O)O)=C1)O (5-Aminosalicylic acid), OC1[C@H](O)[C@@H](O)[C@H](O[C@H]2[C@H](O)[C@@H](O)[C@@H](O)[C@H](O2)CO)[C@H](O1)CO (lactose). Run in CO (methanol), CO (methanol), CO (methanol). Product: C([C@@H]1[C@@H]([C@@H]([C@H]([C@@H](O1)O[C@@H]2[C@H](O[C@@]([C@H]2O)(CO)O)CO)O)O)O)O.O (lactulose), CC(=C)C(=O)OC (Eudragit), castor oil. As a reaction SMILES: NC1C=C(C(O)=[O:8])C(O)=CC=1.[OH:12][CH:13]1[O:32][C@H:31]([CH2:33][OH:34])[C@@H:18]([O:19][C@@H:20]2[O:28][C@H:27]([CH2:29][OH:30])[C@H:25]([OH:26])[C@H:23]([OH:24])[C@H:21]2[OH:22])[C@H:16]([OH:17])[C@H:14]1[OH:15].[CH3:35][C:36]([C:38]([O:40][CH3:41])=[O:39])=[CH2:37].[Na+].[Cl-]>CO>[CH2:29]([OH:30])[C@H:27]1[O:28][C@@H:20]([O:19][C@H:18]2[C@H:16]([OH:17])[C@@:13]([OH:12])([CH2:14][OH:15])[O:32][C@@H:31]2[CH2:33][OH:34])[C@H:21]([OH:22])[C@@H:23]([OH:24])[C@H:25]1[OH:26].[OH2:8].[CH3:37][C:36]([C:38]([O:40][CH3:41])=[O:39])=[CH2:35] |f:3.4,6.7|. Procedure details: 5-Aminosalicylic acid (5-ASA), MgO for neutralization, and the additive were mixed in a mortar and made to prepare tablets. The tablets were coated with 11 wt % of a 10 w/v % methanol solution of Eudragit E100 by means of a Hicoater. Then tablets of lactulose were prepared and coated with 11 wt % of a 10 w/v % methanol solution of Eudragit RS100/triacetin (5/1). Each one of the tablets 1 and the tablets 2 and 200 mg of lactose were put in a #1 gelatin capsule. The capsule was coated first with a... The reactants are C(#C)C=1C(NC(N([C@H]2C[C@@H]([C@@H](CO)O2)F)C1)=O)=O (2',3'-dideoxy-5-ethynyl-3'-fluorouridine), C(C)(=O)OC(C)=O (acetic anhydride), C(C)(=O)OC(C)=O (acetic anhydride). Run in N1=CC=CC=C1 (pyridine). Conditions: temperature 0 celsius. Product: C(C)(=O)OC[C@@H]1[C@H](C[C@@H](O1)N1C(=O)NC(=O)C(=C1)C#C)F (5'-O-Acetyl-2',3'-dideoxy-5-ethynyl-3'-fluorouridine). RXN SMILES: [C:1]([C:3]1[C:4](=[O:18])[NH:5][C:6](=[O:17])[N:7]([CH:16]=1)[C@@H:8]1[O:14][C@H:11]([CH2:12][OH:13])[C@@H:10]([F:15])[CH2:9]1)#[CH:2].[C:19](OC(=O)C)(=[O:21])[CH3:20]>N1C=CC=CC=1>[C:19]([O:13][CH2:12][C@H:11]1[O:14][C@@H:8]([N:7]2[CH:16]=[C:3]([C:1]#[CH:2])[C:4](=[O:18])[NH:5][C:6]2=[O:17])[CH2:9][C@@H:10]1[F:15])(=[O:21])[CH3:20]. Procedure details: To a stirred solution of 2',3'-dideoxy-5-ethynyl-3'-fluorouridine (0.106 g 0.4 mmol) in dry pyridine (5 ml) at 0° C. was added acetic anhydride (0.05 ml, 0.48 mmol) and stirring maintained at 0° C. for 1.5 hours. After stirring at room temperature for 24 hours, a further aliquot of acetic anhydride (0.02 ml, 0.2 mmol) was added and the mixture stirred at room temperature for 3 hours. After quenching with methanol (1 ml) the solvent was removed by evaporation under reduced pressure and co-evapora... Reactants: O=C([O-])O, CN(C)C=O, COc1cc2c(Nc3ccc(Sc4nccn4C)c(Cl)c3)c(C#N)cnc2cc1OCCCl, C1CCN(C2CCNCC2)C1, [Na+]. The product is COc1cc2c(Nc3ccc(Sc4nccn4C)c(Cl)c3)c(C#N)cnc2cc1OCCN1CCC(N2CCCC2)CC1. As a reaction SMILES: [C:45](=[O:46])([OH:47])[O-:48].[CH3:50][N:51]([CH3:52])[CH:53]=[O:54].[Cl:1][CH2:2][CH2:3][O:4][c:5]1[c:6]([O:32][CH3:33])[cH:7][c:8]2[c:9]([NH:17][c:18]3[cH:19][c:20]([Cl:31])[c:21]([S:24][c:25]4[n:26]([CH3:30])[cH:27][cH:28][n:29]4)[cH:22][cH:23]3)[c:10]([C:15]#[N:16])[cH:11][n:12][c:13]2[cH:14]1.[N:34]1([CH:39]2[CH2:40][CH2:41][NH:42][CH2:43][CH2:44]2)[CH2:35][CH2:36][CH2:37][CH2:38]1.[Na+:49]>>[CH2:2]([CH2:3][O:4][c:5]1[c:6]([O:32][CH3:33])[cH:7][c:8]2[c:9]([NH:17][c:18]3[cH:19][c:20]([Cl:31])[c:21]([S:24][c:25]4[n:26]([CH3:30])[cH:27][cH:28][n:29]4)[cH:22][cH:23]3)[c:10]([C:15]#[N:16])[cH:11][n:12][c:13]2[cH:14]1)[N:42]1[CH2:41][CH2:40][CH:39]([N:34]2[CH2:35][CH2:36][CH2:37][CH2:38]2)[CH2:44][CH2:43]1. The reactants are COC(=O)c1ccc(OS(=O)(=O)C(F)(F)F)cc1OC, CC(=O)O, O, O=S(=O)(O)O. Product: COc1cc(OS(=O)(=O)C(F)(F)F)ccc1C(=O)O. RXN SMILES: [CH3:1][O:2][c:3]1[c:4]([C:5](=[O:6])[O:7][CH3:8])[cH:9][cH:10][c:11]([O:13][S:14](=[O:15])(=[O:16])[C:17]([F:18])([F:19])[F:20])[cH:12]1.[CH3:26][C:27](=[O:28])[OH:29].[OH2:30].[S:21](=[O:22])(=[O:23])([OH:24])[OH:25]>>[CH3:1][O:2][c:3]1[c:4]([C:5](=[O:6])[OH:7])[cH:9][cH:10][c:11]([O:13][S:14](=[O:15])(=[O:16])[C:17]([F:18])([F:19])[F:20])[cH:12]1. The reactants are C1CNC(CN2CCCC2)C1, O=C(O)c1ccc(S(=O)(=O)N2CCOCC2)cc1. Yields the product O=C(c1ccc(S(=O)(=O)N2CCOCC2)cc1)N1CCCC1CN1CCCC1. Reaction SMILES: [NH:19]1[CH:20]([CH2:24][N:25]2[CH2:26][CH2:27][CH2:28][CH2:29]2)[CH2:21][CH2:22][CH2:23]1.[O:1]1[CH2:2][CH2:3][N:4]([S:7](=[O:8])(=[O:9])[c:10]2[cH:11][cH:12][c:13]([C:14](=[O:15])[OH:16])[cH:17][cH:18]2)[CH2:5][CH2:6]1>>[O:1]1[CH2:2][CH2:3][N:4]([S:7](=[O:8])(=[O:9])[c:10]2[cH:11][cH:12][c:13]([C:14](=[O:16])[N:19]3[CH:20]([CH2:24][N:25]4[CH2:26][CH2:27][CH2:28][CH2:29]4)[CH2:21][CH2:22][CH2:23]3)[cH:17][cH:18]2)[CH2:5][CH2:6]1. Starting materials: [Cl-], [O-]Cl, CC(=O)c1cc(F)c(Cl)cc1F, [K+], [K+], [OH-]. The product is O=C(O)c1cc(F)c(Cl)cc1F. RXN SMILES: [Cl-:18].[Cl:1][O-:2].[Cl:6][c:7]1[cH:8][c:9]([F:17])[c:10]([C:14]([CH3:15])=[O:16])[cH:11][c:12]1[F:13].[K+:3].[K+:5].[OH-:4]>>[O:2]=[C:14]([c:10]1[c:9]([F:17])[cH:8][c:7]([Cl:6])[c:12]([F:13])[cH:11]1)[OH:16]. Starting materials: FC1=C(C=C(C=C1)C(F)(F)F)NC1=NC2=C(N1C)C=CC(=C2)OC2=CC(=NC=C2)NC(CCC2CCNCC2)=O (N-{4-[(2-{[2-fluoro-5-(trifluoromethyl)phenyl]amino}-1-methyl-1H-benzimidazol-5-yl)oxy]pyridin-2-yl}-3-piperidin-4-ylpropanamide), C=O (formalin), C(C)(=O)O (acetic acid), C(#N)[BH3-].[Na+] (sodium cyanoborohydride). The solvent is CO (methanol). Conditions: time 3 hour. The product is FC1=C(C=C(C=C1)C(F)(F)F)NC1=NC2=C(N1C)C=CC(=C2)OC2=CC(=NC=C2)NC(CCC2CCN(CC2)C)=O (N-{4-[(2-{[2-fluoro-5-(trifluoromethyl)phenyl]amino}-1-methyl-1H-benzimidazol-5-yl)oxy]pyridin-2-yl}-3-(1-methylpiperidin-4-yl)propanamide). As a reaction SMILES: [F:1][C:2]1[CH:7]=[CH:6][C:5]([C:8]([F:11])([F:10])[F:9])=[CH:4][C:3]=1[NH:12][C:13]1[N:17]([CH3:18])[C:16]2[CH:19]=[CH:20][C:21]([O:23][C:24]3[CH:29]=[CH:28][N:27]=[C:26]([NH:30][C:31](=[O:40])[CH2:32][CH2:33][CH:34]4[CH2:39][CH2:38][NH:37][CH2:36][CH2:35]4)[CH:25]=3)=[CH:22][C:15]=2[N:14]=1.C=O.[C:43](O)(=O)C.C([BH3-])#N.[Na+]>CO>[F:1][C:2]1[CH:7]=[CH:6][C:5]([C:8]([F:9])([F:11])[F:10])=[CH:4][C:3]=1[NH:12][C:13]1[N:17]([CH3:18])[C:16]2[CH:19]=[CH:20][C:21]([O:23][C:24]3[CH:29]=[CH:28][N:27]=[C:26]([NH:30][C:31](=[O:40])[CH2:32][CH2:33][CH:34]4[CH2:35][CH2:36][N:37]([CH3:43])[CH2:38][CH2:39]4)[CH:25]=3)=[CH:22][C:15]=2[N:14]=1 |f:3.4|. Procedure details: To N-{4-[(2-{[2-fluoro-5-(trifluoromethyl)phenyl]amino}-1-methyl-1H-benzimidazol-5-yl)oxy]pyridin-2-yl}-3-piperidin-4-ylpropanamide (1 eq) in methanol was added formalin (2 eq) and acetic acid(5%) followed by sodium cyanoborohydride (2 eq) and the resulting mixture was stirred at ambient temperature for 3 h. LC/MS showed formation of the product. The crude mixture was then concentrated and to it was added sodium bicarbonate and the resulting mixture was partitioned between ethyl acetate and wate... The reactants are cuprous cyanide, [C-]#N.[K+] (potassium cyanide), C([O-])([O-])=O.[Na+].[Na+] (sodium carbonate), BrC1=CC2=C(N3C(=N2)CCC3)C=C1N (6-bromo-7-amino-2,3-dihydro-1H-pyrrolo[1,2-a]benzimidazole), diazonium salt, N(=O)[O-].[Na+] (sodium nitrite). Solvent: O (water), O (water), O (water), Cl (hydrochloric acid). Run at time 15 minute. The product is BrC1=CC2=C(N3C(=N2)CCC3)C=C1C#N (6-bromo-7-cyano-2,3-dihydro-1H-pyrrolo[1,2-a]benzimidazole). Reaction SMILES: [Br:1][C:2]1[C:13](N)=[CH:12][C:5]2[N:6]3[CH2:11][CH2:10][CH2:9][C:7]3=[N:8][C:4]=2[CH:3]=1.N([O-])=O.[Na+].C(=O)([O-])[O-].[Na+].[Na+].[C-:25]#[N:26].[K+]>O.Cl>[Br:1][C:2]1[C:13]([C:25]#[N:26])=[CH:12][C:5]2[N:6]3[CH2:11][CH2:10][CH2:9][C:7]3=[N:8][C:4]=2[CH:3]=1 |f:1.2,3.4.5,6.7|. Reported procedure: 9.2 g of 6-bromo-7-amino-2,3-dihydro-1H-pyrrolo[1,2-a]benzimidazole are dissolved in a mixture of 30 cm3 of water and 9 cm3 of hydrochloric acid. Diazotation is carried out with a solution of 2.5 g of sodium nitrite in 15 cm3 of water. The diazonium salt is neutralized with sodium carbonate and while stirring poured into a solution of 6.89 g of cuprous cyanide and 12.3 g of potassium cyanide in 100 cm3 of water. Stirring is continued for 30 min at room temperature and a further 15 min on a water... RXN SMILES: [CH3:1][O:2][C:3]1[CH:30]=[CH:29][CH:28]=[CH:27][C:4]=1[CH:5]([C:15]1[CH:23]=[CH:22][C:21]([N:24]([CH3:26])[CH3:25])=[CH:20][C:16]=1[C:17]([OH:19])=[O:18])[C:6]1[CH:11]=[CH:10][C:9]([N:12]([CH3:14])[CH3:13])=[CH:8][CH:7]=1.OO>>[CH3:1][O:2][C:3]1[CH:30]=[CH:29][CH:28]=[CH:27][C:4]=1[C:5]1([C:6]2[CH:7]=[CH:8][C:9]([N:12]([CH3:14])[CH3:13])=[CH:10][CH:11]=2)[C:15]2[C:16](=[CH:20][C:21]([N:24]([CH3:26])[CH3:25])=[CH:22][CH:23]=2)[C:17](=[O:19])[O:18]1. The reactants are COC1=C(C(C2=CC=C(C=C2)N(C)C)C2=C(C(=O)O)C=C(C=C2)N(C)C)C=CC=C1 (2-(2-methoxy-4'-dimethylaminobenzhydryl)-5-dimethylaminobenzoic acid), OO (hydrogen peroxide). Isolated yield 17.3%. Procedure details: Employing a procedure similar to that described in Example 27, part B above, 6.1 g of 2-(2-methoxy-4'-dimethylaminobenzhydryl)-5-dimethylaminobenzoic acid was oxidized with hydrogen peroxide to obtain 1.05 g of 3-(2-methoxyphenyl)-3-(4-dimethylaminophenyl)-6-dimethylaminophthalide (Formula I: R=CH3 ; X=H; Y=2-CH3OC6H4 ; Z=4-(CH3)2NC6H4), a light yellow-colored solid which melted at 215°-216° C. The product is COC1=C(C=CC=C1)C1(OC(=O)C2=CC(=CC=C12)N(C)C)C1=CC=C(C=C1)N(C)C (3-(2-methoxyphenyl)-3-(4-dimethylaminophenyl)-6-dimethylaminophthalide).